This data is from the Open Reaction Database (ORD), a public repository of structured organic reaction records. The task is: describe an organic reaction: reactants, conditions, products, and yield Starting materials: CC(C)(C#C)O (2-methyl-3-butyn-2-ol), BrC=1N=CN2C1CN(C(C1=C2C=CC=C1Cl)=O)C (3-bromo-7-chloro-4,5-dihydro-5-methyl-6H-imidazo[1,5-a][1,4]benzodiazepin-6-one). The reagents and catalysts are Cl[Pd]([P](C1=CC=CC=C1)(C2=CC=CC=C2)C3=CC=CC=C3)([P](C4=CC=CC=C4)(C5=CC=CC=C5)C6=CC=CC=C6)Cl (bis-(triphenylphosphine)-palladium(II) dichloride), [Cu]I (copper(I) iodide). Solvent: C(C)NCC (diethylamine), C(Cl)Cl (methylene chloride). The product is ClC1=CC=CC2=C1C(N(CC=1N2C=NC1C#CC(C)(C)O)C)=O (7-chloro-4,5-dihydro-3-(3-hydroxy-3-methyl-1-butynyl)-5-methyl-6H-imidazo[1,5-a][1,4]benzodiazepin-6-one). As a reaction SMILES: Br[C:2]1[N:3]=[CH:4][N:5]2[C:11]3[CH:12]=[CH:13][CH:14]=[C:15]([Cl:16])[C:10]=3[C:9](=[O:17])[N:8]([CH3:18])[CH2:7][C:6]=12.[CH3:19][C:20]([OH:24])([C:22]#[CH:23])[CH3:21]>C(NCC)C.C(Cl)Cl.Cl[Pd](Cl)([P](C1C=CC=CC=1)(C1C=CC=CC=1)C1C=CC=CC=1)[P](C1C=CC=CC=1)(C1C=CC=CC=1)C1C=CC=CC=1.[Cu]I>[Cl:16][C:15]1[C:10]2[C:9](=[O:17])[N:8]([CH3:18])[CH2:7][C:6]3[N:5]([CH:4]=[N:3][C:2]=3[C:23]#[C:22][C:20]([OH:24])([CH3:21])[CH3:19])[C:11]=2[CH:12]=[CH:13][CH:14]=1 |^1:35,54|. Procedure: 3.26 g (10 mmol) of 3-bromo-7-chloro-4,5-dihydro-5-methyl-6H-imidazo[1,5-a][1,4]benzodiazepin-6-one was heated to boiling under reflux overnight with 1.10 g (12 mmol) of 2-methyl-3-butyn-2-ol, 70 mg of bis-(triphenylphosphine)-palladium(II) dichloride and 10 mg of copper(I) iodide in 20 ml of diethylamine and 15 ml of methylene chloride. The reaction mixture was evaporated and the residue was dissolved in methylene chloride. After chromatography of the solution on silica gel while eluting with e... Starting materials: NC=1C=C(C=CC1)C1=CC=2N=C(N=C(C2N=C1)N1CCOCC1)C=1C=NC(=NC1)NC(OC(C)(C)C)=O (tert-butyl (5-(7-(3-aminophenyl)-4-morpholinopyrido[3,2-d]pyrimidin-2-yl)pyrimidin-2-yl)carbamate), N1=CC=CC=C1 (pyridine), FC1=CC=C(C=C1)S(=O)(=O)Cl (4-fluorobenzenesulfonyl chloride). Solvent: CO (methanol), C(Cl)(Cl)Cl (chloroform). Conditions: time 12 hour. Product: FC1=CC=C(C=C1)S(=O)(=O)NC=1C=C(C=CC1)C1=CC=2N=C(N=C(C2N=C1)N1CCOCC1)C=1C=NC(=NC1)NC(OC(C)(C)C)=O (tert-butyl (5-(7-(3-(4-fluorophenylsulfonamido)phenyl)-4-morpholinopyrido[3,2-d]-pyrimidin-2-yl)pyrimidin-2-yl)carbamate). Isolated yield 45.5%. Reaction SMILES: [NH2:1][C:2]1[CH:3]=[C:4]([C:8]2[CH:17]=[N:16][C:15]3[C:14]([N:18]4[CH2:23][CH2:22][O:21][CH2:20][CH2:19]4)=[N:13][C:12]([C:24]4[CH:25]=[N:26][C:27]([NH:30][C:31](=[O:37])[O:32][C:33]([CH3:36])([CH3:35])[CH3:34])=[N:28][CH:29]=4)=[N:11][C:10]=3[CH:9]=2)[CH:5]=[CH:6][CH:7]=1.N1C=CC=CC=1.[F:44][C:45]1[CH:50]=[CH:49][C:48]([S:51](Cl)(=[O:53])=[O:52])=[CH:47][CH:46]=1>CO.C(Cl)(Cl)Cl>[F:44][C:45]1[CH:50]=[CH:49][C:48]([S:51]([NH:1][C:2]2[CH:3]=[C:4]([C:8]3[CH:17]=[N:16][C:15]4[C:14]([N:18]5[CH2:23][CH2:22][O:21][CH2:20][CH2:19]5)=[N:13][C:12]([C:24]5[CH:25]=[N:26][C:27]([NH:30][C:31](=[O:37])[O:32][C:33]([CH3:34])([CH3:36])[CH3:35])=[N:28][CH:29]=5)=[N:11][C:10]=4[CH:9]=3)[CH:5]=[CH:6][CH:7]=2)(=[O:53])=[O:52])=[CH:47][CH:46]=1. Procedure details: To a 25 mL flask, tert-butyl (5-(7-(3-aminophenyl)-4-morpholinopyrido[3,2-d]pyrimidin-2-yl)pyrimidin-2-yl)carbamate (Example 7, Step 2) (0.1 g, 0.0002 mol) and pyridine (4 mL) were added. To the same flask, 4-fluorobenzenesulfonyl chloride (0.038 g, 0.0002 mol) was added. The reaction mixture was stirred at room temperature for 12 hours. The reaction mixture was diluted with 10% methanol in chloroform and washed with water. The organic layer was washed with brine, dried over sodium sulfate and w... Reactants: ClC1=C2C(=NC=C1F)NC=C2 (4-chloro-5-fluoro-1H-pyrrolo[2,3-b]pyridine), [H-].[Na+] (sodium hydride), oil, C1(=CC=CC=C1)S(=O)(=O)Cl (Benzenesulfonyl chloride). Solvent: CN(C=O)C (N,N-dimethylformamide). Reaction conditions: time 30 minute. Product: ClC1=C2C(=NC=C1F)N(C=C2)S(=O)(=O)C2=CC=CC=C2 (4-chloro-5-fluoro-1-(phenylsulfonyl)-1H-pyrrolo[2,3-b]pyridine). As a reaction SMILES: [Cl:1][C:2]1[C:7]([F:8])=[CH:6][N:5]=[C:4]2[NH:9][CH:10]=[CH:11][C:3]=12.[H-].[Na+].[C:14]1([S:20](Cl)(=[O:22])=[O:21])[CH:19]=[CH:18][CH:17]=[CH:16][CH:15]=1>CN(C)C=O>[Cl:1][C:2]1[C:7]([F:8])=[CH:6][N:5]=[C:4]2[N:9]([S:20]([C:14]3[CH:19]=[CH:18][CH:17]=[CH:16][CH:15]=3)(=[O:22])=[O:21])[CH:10]=[CH:11][C:3]=12 |f:1.2|. Procedure: To a solution of 4-chloro-5-fluoro-1H-pyrrolo[2,3-b]pyridine (Adesis, 4.60 g, 27.0 mmol) in N,N-dimethylformamide (70 mL) was added 60% sodium hydride in mineral oil (1.186 g, 29.7 mmol) at 0° C. and the mixture was warmed to room temperature and stirred for 30 minutes. Benzenesulfonyl chloride (3.79 mL, 29.7 mmol) was added and after stirring 3 hours, the mixture was quenched with water and aqueous sodium bicarbonate. The suspension was filtered, washed with aqueous sodium bicarbonate, water, a... Reactants: C(C)(=O)C1=C(N=C(S1)C)C(=O)OCC (ethyl 5-acetyl-2-methyl-1,3-thiazole-4-carboxylate), [OH-].[Na+] (sodium hydroxide). Solvent: CO (methanol). Run at temperature 20 celsius, time 18 hour. Product: C(C)(=O)C1=C(N=C(S1)C)C(=O)O (5-Acetyl-2-methyl-1,3-thiazole-4-carboxylic acid). The yield is 33.8%. As a reaction SMILES: [C:1]([C:4]1[S:8][C:7]([CH3:9])=[N:6][C:5]=1[C:10]([O:12]CC)=[O:11])(=[O:3])[CH3:2].[OH-].[Na+]>CO>[C:1]([C:4]1[S:8][C:7]([CH3:9])=[N:6][C:5]=1[C:10]([OH:12])=[O:11])(=[O:3])[CH3:2] |f:1.2|. Procedure details: To a solution of ethyl 5-acetyl-2-methyl-1,3-thiazole-4-carboxylate (75 mg) (available from Butt Park Ltd.) in methanol (5 ml) was added 2M sodium hydroxide (5 ml) and the mixture stirred at 20° C. for 18 h. The solvent was removed in vacuo and the mixture taken up in water (5 ml) and acidified to pH=2 using 2M hydrochloric acid then extracted with ethyl acetate (20 ml), dried over sodium sulphate and the mixture evaporated to give the title compound (22 mg) as a yellow solid. The reactants are C(=O)[O-].[NH4+] (ammonium formate), C(C)(C)(C)OC(=O)NCCOC=1C=C(CCNC=2C(N(C(=C(N2)Cl)C)CC(=O)OCC2=CC=CC=C2)=O)C=CC1 (benzyl 2-[3-{[3-({2-[(tert-butoxycarbonyl)amino]ethoxy})phenethyl]amino}-5-chloro-6-methyl-2-oxo-1(2H)-pyrazinyl]acetate), [OH-].[Na+] (NaOH). Reagents/catalysts: [Pd] (Palladium on charcoal). Solvent: CO (methanol). Run at time 8 hour. Yields the product C(C)(C)(C)OC(=O)NCCOC=1C=C(CCNC=2C(N(C(=CN2)C)CC(=O)O)=O)C=CC1 (2-[3-{[3-({2-[(tert-Butoxycarbonyl)amino]ethoxy})phenethyl]amino}-6-methyl-2-oxo-1(2H)-pyrazinyl]acetic acid). Yield: 73.6%. Reaction SMILES: C([O-])=O.[NH4+].[C:5]([O:9][C:10]([NH:12][CH2:13][CH2:14][O:15][C:16]1[CH:17]=[C:18]([CH:42]=[CH:43][CH:44]=1)[CH2:19][CH2:20][NH:21][C:22]1[C:23](=[O:41])[N:24]([CH2:30][C:31]([O:33]CC2C=CC=CC=2)=[O:32])[C:25]([CH3:29])=[C:26](Cl)[N:27]=1)=[O:11])([CH3:8])([CH3:7])[CH3:6].[OH-].[Na+]>[Pd].CO>[C:5]([O:9][C:10]([NH:12][CH2:13][CH2:14][O:15][C:16]1[CH:17]=[C:18]([CH:42]=[CH:43][CH:44]=1)[CH2:19][CH2:20][NH:21][C:22]1[C:23](=[O:41])[N:24]([CH2:30][C:31]([OH:33])=[O:32])[C:25]([CH3:29])=[CH:26][N:27]=1)=[O:11])([CH3:6])([CH3:7])[CH3:8] |f:0.1,3.4|. Procedure details: 10% Palladium on charcoal (125 mg), followed by ammonium formate (553 mg, 8.77 mmol) were added to a solution of benzyl 2-[3-{[3-({2-[(tert-butoxycarbonyl)amino]ethoxy})phenethyl]amino}-5-chloro-6-methyl-2-oxo-1(2H)-pyrazinyl]acetate (preparation 129) (500 mg, 0.88 mmol) in methanol (10 ml), and the reaction stirred at room temperature overnight. The reaction mixture was filtered through Whatman® fibre, NaOH solution (8.77 ml, 1N, 8.77 mmol) was added to the filtrate, and the solution evaporated... The reactants are C(C1=CC=CC=C1)O (benzyl alcohol), [H-].[Na+] (sodium hydride), ice water, BrC=1C=C(C=2N(C1)C(=C(N2)C)C)Br (6,8-dibromo-2,3-dimethylimidazo[1,2-a]pyridine). Solvent: CN(C=O)C (dimethylformamide). Conditions: time 1 hour. Product: C(C1=CC=CC=C1)OC=1C=2N(C=C(C1)Br)C(=C(N2)C)C (8-Benzyloxy-6-bromo-2,3-dimethylimidazo[1,2-a]pyridine). Reaction SMILES: [CH2:1]([OH:8])[C:2]1[CH:7]=[CH:6][CH:5]=[CH:4][CH:3]=1.[H-].[Na+].[Br:11][C:12]1[CH:13]=[C:14](Br)[C:15]2[N:16]([C:18]([CH3:22])=[C:19]([CH3:21])[N:20]=2)[CH:17]=1>CN(C)C=O>[CH2:1]([O:8][C:14]1[C:15]2[N:16]([C:18]([CH3:22])=[C:19]([CH3:21])[N:20]=2)[CH:17]=[C:12]([Br:11])[CH:13]=1)[C:2]1[CH:7]=[CH:6][CH:5]=[CH:4][CH:3]=1 |f:1.2|. Reported procedure: 34.8 ml of benzyl alcohol are added dropwise with ice-cooling to a suspension of 13.5 g of sodium hydride (60% strength suspension in paraffin) in 510 ml of dimethylformamide and the mixture is stirred for 1 h until the evolution of gas is complete. 51.2 g of 6,8-dibromo-2,3-dimethylimidazo[1,2-a]pyridine are then introduced in small portions and the mixture is stirred at room temperature for 40 h. It is then poured onto 1 l of ice water, extracted three times with 100 ml of dichloromethane each... Reactants: C(C)OC(=O)C1CN(CCC1)C1=CC=C(C=C1)C(=O)N1[C@H](C[C@H](C2=CC=CC=C12)N(C1=CC=C(C=C1)Cl)C(C)=O)C ((2S,4R)-1-(4-{4-[acetyl(4-chloro-phenyl)-amino]-2-methyl-3,4-dihydro-2H-quinoline-1-carbonyl}-phenyl)-piperidine-3-carboxylic acid ethyl ester), C(C)O (ethanol), [OH-].[Li+] (lithium hydroxide). The solvent is O1CCCC1 (tetrahydrofuran). Reaction conditions: temperature 50 celsius. The product is N1CC(CCC1)C(=O)O (piperidine-3-carboxylic acid). As a reaction SMILES: C([O:3][C:4]([CH:6]1[CH2:11][CH2:10][CH2:9][N:8](C2C=CC(C(N3C4C(=CC=CC=4)[C@H](N(C(=O)C)C4C=CC(Cl)=CC=4)C[C@@H]3C)=O)=CC=2)[CH2:7]1)=[O:5])C.C(O)C.[OH-].[Li+]>O1CCCC1>[NH:8]1[CH2:9][CH2:10][CH2:11][CH:6]([C:4]([OH:5])=[O:3])[CH2:7]1 |f:2.3|. Reported procedure: (2S,4R)-1-(4-{4-[Acetyl-4-chloro-phenyl)-amino]-2-methyl-3,4-dihydro-2H-quinoline-1-carbonyl}-phenyl)-piperidine-3-carboxylic acid was prepared from (2S,4R)-1-(4-{4-[acetyl(4-chloro-phenyl)-amino]-2-methyl-3,4-dihydro-2H-quinoline-1-carbonyl}-phenyl)-piperidine-3-carboxylic acid ethyl ester (0.300 g, 0.522 mol) was hydrolyzed to the acid by dissolving in tetrahydrofuran and ethanol and lithium hydroxide (1N) was added and heated 50° C. for 2 h. The mixture was cooled to room temperature, acidifi... Reactants: FC1=CC(=C(C=C1)C=1OC(=NN1)C=1C(=NOC1C)C1=CC=CC=C1)OC (2-(4-fluoro-2-methoxy-phenyl)-5-(5-methyl-3-phenyl-isoxazol-4-yl)-[1,3,4]oxadiazole), N1CCNCC1 (piperazine). The product is COC=1C=C(C=CC1C=1OC(=NN1)C=1C(=NOC1C)C1=CC=CC=C1)N1CCNCC1 (1-{3-Methoxy-4-[5-(5-methyl-3-phenyl-isoxazol-4-yl)-[1,3,4]oxadiazol-2-yl]-phenyl}-piperazine). Isolated yield 17.0%. RXN SMILES: F[C:2]1[CH:7]=[CH:6][C:5]([C:8]2[O:9][C:10]([C:13]3[C:14]([C:19]4[CH:24]=[CH:23][CH:22]=[CH:21][CH:20]=4)=[N:15][O:16][C:17]=3[CH3:18])=[N:11][N:12]=2)=[C:4]([O:25][CH3:26])[CH:3]=1.[NH:27]1[CH2:32][CH2:31][NH:30][CH2:29][CH2:28]1>>[CH3:26][O:25][C:4]1[CH:3]=[C:2]([N:27]2[CH2:32][CH2:31][NH:30][CH2:29][CH2:28]2)[CH:7]=[CH:6][C:5]=1[C:8]1[O:9][C:10]([C:13]2[C:14]([C:19]3[CH:24]=[CH:23][CH:22]=[CH:21][CH:20]=3)=[N:15][O:16][C:17]=2[CH3:18])=[N:11][N:12]=1. Reported procedure: As described for example 26, 2-(4-fluoro-2-methoxy-phenyl)-5-(5-methyl-3-phenyl-isoxazol-4-yl)-[1,3,4]oxadiazole (200 mg, 0.57 mmol) was converted using piperazine instead of thiomorpholine to the title compound (SiO2, dichloromethane:(dichloromethane: methanol:ammonia=70:27:3)=92:2 to 50:50, 40 mg, 17%) which was obtained as an off-white solid. MS: m/e=418.3 [M+H]+. As a reaction SMILES: [BH4-:31].[CH3:33][CH2:34][OH:35].[NH2:1][c:2]1[cH:3][c:4]2[c:8]([cH:9][cH:10]1)[CH2:7][C:6]1([CH2:5]2)[C:11](=[O:19])[NH:12][c:13]2[n:14][cH:15][cH:16][cH:17][c:18]21.[Na+:32].[O:36]=[CH:37][N:38]([CH3:39])[CH3:40].[OH:20][CH2:21][n:22]1[c:23]2[cH:24][cH:25][cH:26][cH:27][c:28]2[n:29][n:30]1>>[NH:1]([c:2]1[cH:3][c:4]2[c:8]([cH:9][cH:10]1)[CH2:7][C:6]1([CH2:5]2)[C:11](=[O:19])[NH:12][c:13]2[n:14][cH:15][cH:16][cH:17][c:18]21)[CH3:21]. Yields the product CNc1ccc2c(c1)CC1(C2)C(=O)Nc2ncccc21. Reactants: [BH4-], CCO, Nc1ccc2c(c1)CC1(C2)C(=O)Nc2ncccc21, [Na+], CN(C)C=O, OCn1nnc2ccccc21.